From a dataset of the Open Reaction Database (ORD), a public repository of structured organic reaction records. describe an organic reaction: reactants, conditions, products, and yield The reactants are C(C)(=O)C=1C=C(OC2=C(C(=O)O)C=CC=N2)C=CC1 (2-(3-Acetyl-phenoxy)-nicotinic acid), NCC1=C(C=C(C=C1)C(C)(C)O)F (2-(4-Aminomethyl-3-fluoro-phenyl)-propan-2-ol). Yields the product C(C)(=O)C=1C=C(OC2=C(C(=O)NCC3=C(C=C(C=C3)C(C)(C)O)F)C=CC=N2)C=CC1 (2-(3-Acetyl-phenoxy)-N-(2-fluoro-4-(1-hydroxy-1-methyl-ethyl)-benzyl)-nicotinamide). As a reaction SMILES: [C:1]([C:4]1[CH:5]=[C:6]([CH:17]=[CH:18][CH:19]=1)[O:7][C:8]1[N:16]=[CH:15][CH:14]=[CH:13][C:9]=1[C:10]([OH:12])=O)(=[O:3])[CH3:2].[NH2:20][CH2:21][C:22]1[CH:27]=[CH:26][C:25]([C:28]([OH:31])([CH3:30])[CH3:29])=[CH:24][C:23]=1[F:32]>>[C:1]([C:4]1[CH:5]=[C:6]([CH:17]=[CH:18][CH:19]=1)[O:7][C:8]1[N:16]=[CH:15][CH:14]=[CH:13][C:9]=1[C:10]([NH:20][CH2:21][C:22]1[CH:27]=[CH:26][C:25]([C:28]([OH:31])([CH3:29])[CH3:30])=[CH:24][C:23]=1[F:32])=[O:12])(=[O:3])[CH3:2]. Procedure details: Prepared from 2-(3-Acetyl-phenoxy)-nicotinic acid and 2-(4-Aminomethyl-3-fluoro-phenyl)-propan-2-ol. mp 68-70° C. Product: Cc1ccncc1N1CC(C)N(c2ccc3ncsc3c2)C1=O. The reactants are C1COCCO1, I[Cu]I, Cc1ccncc1I, [K+], [K+], [K+], NC1CCCCC1N, O=P([O-])([O-])[O-], CC1CNC(=O)N1c1ccc2ncsc2c1. As a reaction SMILES: [CH2:44]1[O:45][CH2:46][CH2:47][O:48][CH2:49]1.[Cu:41]([I:42])[I:43].[I:17][c:18]1[cH:19][n:20][cH:21][cH:22][c:23]1[CH3:24].[K+:38].[K+:39].[K+:40].[NH2:25][CH:26]1[CH2:27][CH2:28][CH2:29][CH2:30][CH:31]1[NH2:32].[P:33]([O-:34])([O-:35])([O-:36])=[O:37].[s:1]1[cH:2][n:3][c:4]2[c:5]1[cH:6][c:7]([N:10]1[C:11](=[O:16])[NH:12][CH2:13][CH:14]1[CH3:15])[cH:8][cH:9]2>>[s:1]1[cH:2][n:3][c:4]2[c:5]1[cH:6][c:7]([N:10]1[C:11](=[O:16])[N:12]([c:18]3[cH:19][n:20][cH:21][cH:22][c:23]3[CH3:24])[CH2:13][CH:14]1[CH3:15])[cH:8][cH:9]2. Reactants: OC[C@@H]1NCCC1 ((R)-2-hydroxymethylpyrrolidine), C(C=C)#N (acrylonitrile). Solvent: C(Cl)Cl (methylene chloride). Yields the product OC[C@@H]1N(CCC1)CCC#N ((R)-3-(2-hydroxymethylpyrrolidin-1-yl)propionitrile). RXN SMILES: [OH:1][CH2:2][C@H:3]1[CH2:7][CH2:6][CH2:5][NH:4]1.[C:8](#[N:11])[CH:9]=[CH2:10]>C(Cl)Cl>[OH:1][CH2:2][C@H:3]1[CH2:7][CH2:6][CH2:5][N:4]1[CH2:10][CH2:9][C:8]#[N:11]. Procedure: (R)-2-hydroxymethylpyrrolidine (Tokyo Kasei Kogyo Co., Ltd.) (50 g) was dissolved in methylene chloride (500 mL), and acrylonitrile (36 mL) was added dropwise to the solution with stirring at room temperature. Subsequently, the mixture was stirred overnight at room temperature. After the completion of the reaction, the solvent was concentrated to give (R)-3-(2-hydroxymethylpyrrolidin-1-yl)propionitrile (76 g). The reactants are [Br-], OCCBr, O=C([O-])[O-], CCCC[N+](CCCC)(CCCC)CCCC, CN(C)C=O, COCCOCOc1cc(CC2CN(Cc3cn[nH]c3)CCN2C(=O)c2cc(C(F)(F)F)cc(C(F)(F)F)c2)ccc1C, [K+], [K+]. The product is COCCOCOc1cc(CC2CN(Cc3cnn(CCO)c3)CCN2C(=O)c2cc(C(F)(F)F)cc(C(F)(F)F)c2)ccc1C. RXN SMILES: [Br-:54].[Br:44][CH2:45][CH2:46][OH:47].[C:48](=[O:49])([O-:50])[O-:51].[CH2:55]([N+:56]([CH2:57][CH2:58][CH2:59][CH3:60])([CH2:61][CH2:62][CH2:63][CH3:64])[CH2:65][CH2:66][CH2:67][CH3:68])[CH2:69][CH2:70][CH3:71].[CH3:72][N:73]([CH3:74])[CH:75]=[O:76].[F:1][C:2]([c:3]1[cH:4][c:5]([C:6](=[O:7])[N:8]2[CH:9]([CH2:20][c:21]3[cH:22][c:23]([O:28][CH2:29][O:30][CH2:31][CH2:32][O:33][CH3:34])[c:24]([CH3:27])[cH:25][cH:26]3)[CH2:10][N:11]([CH2:14][c:15]3[cH:16][n:17][nH:18][cH:19]3)[CH2:12][CH2:13]2)[cH:35][c:36]([C:38]([F:39])([F:40])[F:41])[cH:37]1)([F:42])[F:43].[K+:52].[K+:53]>>[F:1][C:2]([c:3]1[cH:4][c:5]([C:6](=[O:7])[N:8]2[CH:9]([CH2:20][c:21]3[cH:22][c:23]([O:28][CH2:29][O:30][CH2:31][CH2:32][O:33][CH3:34])[c:24]([CH3:27])[cH:25][cH:26]3)[CH2:10][N:11]([CH2:14][c:15]3[cH:16][n:17]([CH2:45][CH2:46][OH:47])[n:18][cH:19]3)[CH2:12][CH2:13]2)[cH:35][c:36]([C:38]([F:39])([F:40])[F:41])[cH:37]1)([F:42])[F:43]. Starting materials: solution, C(=C)[Mg]Br (vinylmagnesium bromide), C1(CC1)C(=O)C1=CC=C(C=C1)Cl (4-chlorophenyl cyclopropyl ketone). Solvent: O1CCCC1 (tetrahydrofuran), O1CCCC1 (tetrahydrofuran). Conditions: temperature 45 celsius, time 2 hour. Yields the product ClC1=CC=C(C=C1)C(C=C)(O)C1CC1 (1-(4-chlorophenyl)-1-cyclopropyl-2-propen-1-ol). As a reaction SMILES: [CH:1]([Mg]Br)=[CH2:2].[CH:5]1([C:8]([C:10]2[CH:15]=[CH:14][C:13]([Cl:16])=[CH:12][CH:11]=2)=[O:9])[CH2:7][CH2:6]1>O1CCCC1>[Cl:16][C:13]1[CH:12]=[CH:11][C:10]([C:8]([CH:5]2[CH2:6][CH2:7]2)([OH:9])[CH:1]=[CH2:2])=[CH:15][CH:14]=1. Reported procedure: A 1.0 M solution of vinylmagnesium bromide in tetrahydrofuran (110 mL, 0.11 mole) was stirred, and a solution of 18.1 grams (0.1 mole) of commercially available 4-chlorophenyl cyclopropyl ketone in 50 mL of dry tetrahydrofuran was added dropwise during a one hour period. The exothermic reaction caused the reaction mixture to warm to 45° C. Upon completion of addition, the reaction mixture was stirred for two hours as it cooled to ambient temperature. The reaction was quenched with the addition o... The product is CCOCCn1c(NC2CCN(CCC3(Cc4ccccc4)CC(=O)N(Cc4cc(OC)c(OC)c(OC)c4)C3)CC2)nc2ccccc21, CS(=O)(=O)O. The reactants are CCOCCn1c(NC2CCN(CCC3(Cc4ccccc4)CC(=O)N(Cc4cc(OC)c(OC)c(OC)c4)C3)CC2)nc2ccccc21, CS(=O)(=O)O, CCOC(C)=O, CCOCC. Reaction SMILES: [CH3:1][O:2][c:3]1[cH:4][c:5]([CH2:6][N:7]2[CH2:8][C:9]([CH2:13][c:14]3[cH:15][cH:16][cH:17][cH:18][cH:19]3)([CH2:20][CH2:21][N:22]3[CH2:23][CH2:24][CH:25]([NH:28][c:29]4[n:30][c:31]5[c:32]([n:33]4[CH2:34][CH2:35][O:36][CH2:37][CH3:38])[cH:39][cH:40][cH:41][cH:42]5)[CH2:26][CH2:27]3)[CH2:10][C:11]2=[O:12])[cH:43][c:44]([O:48][CH3:49])[c:45]1[O:46][CH3:47].[CH3:50][S:51]([OH:52])(=[O:53])=[O:54].[CH3:55][CH2:56][O:57][C:58](=[O:59])[CH3:60].[CH3:61][CH2:62][O:63][CH2:64][CH3:65]>>[CH3:1][O:2][c:3]1[cH:4][c:5]([CH2:6][N:7]2[CH2:8][C:9]([CH2:13][c:14]3[cH:15][cH:16][cH:17][cH:18][cH:19]3)([CH2:20][CH2:21][N:22]3[CH2:23][CH2:24][CH:25]([NH:28][c:29]4[n:30][c:31]5[c:32]([n:33]4[CH2:34][CH2:35][O:36][CH2:37][CH3:38])[cH:39][cH:40][cH:41][cH:42]5)[CH2:26][CH2:27]3)[CH2:10][C:11]2=[O:12])[cH:43][c:44]([O:48][CH3:49])[c:45]1[O:46][CH3:47].[CH3:50][S:51](=[O:52])(=[O:53])[OH:54].